This data is from the Open Reaction Database (ORD), a public repository of structured organic reaction records. The task is: describe an organic reaction: reactants, conditions, products, and yield Reactants: O=C([O-])[O-], CC(C)Oc1ccc(CCl)cc1C#N, [Cs+], [Cs+], CN(C)C=O, CCOC(=O)CC1CCn2c1cc1c(C)c(O)ccc12. Yields the product CCOC(=O)CC1CCn2c1cc1c(C)c(OCc3ccc(OC(C)C)c(C#N)c3)ccc12. As a reaction SMILES: [C:21](=[O:22])([O-:23])[O-:24].[Cl:27][CH2:28][c:29]1[cH:30][cH:31][c:32]([O:37][CH:38]([CH3:39])[CH3:40])[c:33]([C:34]#[N:35])[cH:36]1.[Cs+:25].[Cs+:26].[O:41]=[CH:42][N:43]([CH3:44])[CH3:45].[OH:1][c:2]1[c:3]([CH3:20])[c:4]2[cH:5][c:6]3[n:7]([c:8]2[cH:9][cH:10]1)[CH2:11][CH2:12][CH:13]3[CH2:14][C:15](=[O:16])[O:17][CH2:18][CH3:19]>>[O:1]([c:2]1[c:3]([CH3:20])[c:4]2[cH:5][c:6]3[n:7]([c:8]2[cH:9][cH:10]1)[CH2:11][CH2:12][CH:13]3[CH2:14][C:15](=[O:16])[O:17][CH2:18][CH3:19])[CH2:28][c:29]1[cH:30][cH:31][c:32]([O:37][CH:38]([CH3:39])[CH3:40])[c:33]([C:34]#[N:35])[cH:36]1. RXN SMILES: [C:12](=[O:13])([O-:14])[O-:15].[Cl:18][C:19](=[O:20])[O:21][c:22]1[cH:23][cH:24][cH:25][cH:26][cH:27]1.[F:1][C:2]([c:3]1[n:4][c:5]([NH2:9])[n:6][cH:7][cH:8]1)([F:10])[F:11].[K+:16].[K+:17].[O:28]1[CH2:29][CH2:30][CH2:31][CH2:32]1>>[F:1][C:2]([c:3]1[n:4][c:5]([NH:9][C:19](=[O:20])[O:21][c:22]2[cH:23][cH:24][cH:25][cH:26][cH:27]2)[n:6][cH:7][cH:8]1)([F:10])[F:11]. Reactants: O=C([O-])[O-], O=C(Cl)Oc1ccccc1, Nc1nccc(C(F)(F)F)n1, [K+], [K+], C1CCOC1. Product: O=C(Nc1nccc(C(F)(F)F)n1)Oc1ccccc1. Product: O=C1[C@H](CCCCC\C=C/[C@H]2[C@](NC([C@H]3N1C[C@@H](C3)OC=3C(=NC1=CC=CC=C1C3)C=C)=O)(C2)C(=O)OCC)NC(=O)O[C@H]2[C@@H](CCC2)CCCC=C (Ethyl (2R,6S,12Z,13aS,14aR,16aS)-5,16-dioxo-6-[({[(1R,2R)-2-pent-4-en-1-ylcyclopentyl]oxy}carbonyl)amino]-2-[(2-vinylquinolin-3-yl)oxy]-1,2,3,6,7,8,9,10,11,13a,14,15,16,16a-tetradecahydrocyclopropa[e]pyrrolo[1,2-a][1,4]diazacyclopentadecine-14a(5H)-carboxylate). Procedure: To a solution of the compound from Step 3 (75 mg, 0.09 mmol) and 2-vnylquinolin-3-ol (16 mg, 0.09 mmol) in NMP (0.2 mL) was added Cs2CO3 (92 mg, 0.28 mmol). The reaction mixture was stirred at 60° C. for 1 hour. The reaction mixture was worked up with EtOAc and water, and the organic was washed with NaHCO3 and brine, dried over Na2SO4, filtered and concentrated. The crude material was purified by silica gel chromatography (gradient elution 5 to 80% EtOAc in hexane). LCMS (M+H)+=727.3. Starting materials: BrC1=CC=C(C=C1)S(=O)(=O)O[C@H]1C[C@@H]2N(C([C@H](CCCCC\C=C/[C@H]3[C@](NC2=O)(C3)C(=O)OCC)NC(=O)O[C@H]3[C@@H](CCC3)CCCC=C)=O)C1 (Ethyl (2S,6S,12Z,13aS,14aR,16aS)-2-{[(4-bromophenyl)sulfonyl]oxy}-5,16-dioxo-6-[({[(1R,2R)-2-pent-4-en-1-ylcyclopentyl]oxy}carbonyl)amino]-1,2,3,6,7,8,9,10,11,13a,14,15,16,16a-tetradecahydrocyclopropa[e]pyrrolo[1,2-a][1,4]diazacyclopentadecine-14a(5H)-carboxylate), C(=O)([O-])[O-].[Cs+].[Cs+] (Cs2CO3), CN1CCCC1=O (NMP), O (water), CCOC(=O)C (EtOAc). As a reaction SMILES: BrC1C=CC(S([O:11][C@@H:12]2[CH2:51][N:15]3[C:16](=[O:50])[C@@H:17]([NH:36][C:37]([O:39][C@@H:40]4[CH2:44][CH2:43][CH2:42][C@H:41]4[CH2:45][CH2:46][CH2:47][CH:48]=[CH2:49])=[O:38])[CH2:18][CH2:19][CH2:20][CH2:21][CH2:22][CH:23]=[CH:24][C@@H:25]4[CH2:30][C@@:26]4([C:31]([O:33][CH2:34][CH3:35])=[O:32])[NH:27][C:28](=[O:29])[C@@H:14]3[CH2:13]2)(=O)=O)=CC=1.C([O-])([O-])=O.[Cs+].[Cs+].CCO[C:61]([CH3:63])=O.O.[CH3:65][N:66]1[C:70](=O)[CH2:69][CH2:68][CH2:67]1>>[O:50]=[C:16]1[N:15]2[CH2:51][C@H:12]([O:11][C:68]3[C:67]([CH:61]=[CH2:63])=[N:66][C:65]4[C:70]([CH:69]=3)=[CH:14][CH:13]=[CH:12][CH:51]=4)[CH2:13][C@H:14]2[C:28](=[O:29])[NH:27][C@:26]2([C:31]([O:33][CH2:34][CH3:35])=[O:32])[CH2:30][C@H:25]2[CH:24]=[CH:23][CH2:22][CH2:21][CH2:20][CH2:19][CH2:18][C@@H:17]1[NH:36][C:37]([O:39][C@@H:40]1[CH2:44][CH2:43][CH2:42][C@H:41]1[CH2:45][CH2:46][CH2:47][CH:48]=[CH2:49])=[O:38] |f:1.2.3|. Run at temperature 60 celsius, time 1 hour. The reactants are C1(=CC(=CC=C1)C(=O)OC)C1=CC=C(C=C1)C(=O)OC (Dimethyl 3,4'-biphenyldicarboxylate), C1(=CC=C(C=C1)C(=O)OC)C1=CC=C(C=C1)C(=O)OC (dimethyl 4,4'-biphenyldicarboxylate), C(CCCO)O (1,4-butanediol). Reagents/catalysts: CC([O-])C.CC([O-])C.CC([O-])C.CC([O-])C.[Ti+4] (titanium tetraisopropoxide). Reaction conditions: temperature 281 celsius, time 8 minute. Product: C12=CC=C(C=C1)C(=O)OCCCCOC(=O)C1=CC=C2C=C1 (butylene 4,4'-biphenyldicarboxylate). Reaction SMILES: [C:1]1(C2C=CC(C(OC)=O)=CC=2)C=CC=C(C(OC)=O)[CH:2]=1.[C:21]1([C:31]2[CH:36]=[CH:35][C:34]([C:37]([O:39][CH3:40])=[O:38])=[CH:33][CH:32]=2)[CH:26]=[CH:25][C:24]([C:27]([O:29][CH3:30])=[O:28])=[CH:23][CH:22]=1.C(O)CCCO>CC(C)[O-].CC(C)[O-].CC(C)[O-].CC(C)[O-].[Ti+4]>[C:31]12[C:21]3[CH:26]=[CH:25][C:24](=[CH:23][CH:22]=3)[C:27](=[O:28])[O:29][CH2:30][CH2:2][CH2:1][CH2:40][O:39][C:37](=[O:38])[C:34]([CH:35]=[CH:36]1)=[CH:33][CH:32]=2 |f:3.4.5.6.7|. Procedure details: Dimethyl 3,4'-biphenyldicarboxylate (5.41 g, 0.0200 mole), 21.62 g (0.0800 mole) of dimethyl 4,4'-biphenyldicarboxylate, 18.24 g (0.200 mole) of 1,4-butanediol and 20 μL of titanium tetraisopropoxide are added to a 100-mL round bottom flask equipped with a paddle stirrer, 15-cm heated Vigreux column, distillation head, condenser and graduated receiver. The apparatus is evacuated and refilled with nitrogen three times. A molten salt bath preheated to 220° C. is raised around the flask and after t... The reactants are [OH-].[Na+] (sodium hydroxide), ClC1=CC2=CN(N=C2C(=C1)CC(=O)O)COCC[Si](C)(C)C (2-(5-chloro-2-((2-(trimethylsilyl)ethoxy)methyl)-2H-indazol-7-yl)acetic acid), CN(C(=N)N[N+](=O)[O-])N=O (N-methyl-N′-nitro-N-nitrosoguanidine). The solvent is C(C)OCC (diethyl ether), C(C)OCC (diethyl ether). Reaction conditions: time 15 minute. The product is ClC1=CC2=CN(N=C2C(=C1)CC(=O)OC)COCC[Si](C)(C)C (Methyl 2-(5-chloro-2-((2-(trimethylsilyl)ethoxy)methyl)-2H-indazol-7-yl)acetate). As a reaction SMILES: [OH-].[Na+].[CH3:3]N(N=O)C(N[N+]([O-])=O)=N.[Cl:13][C:14]1[CH:22]=[C:21]([CH2:23][C:24]([OH:26])=[O:25])[C:20]2[C:16](=[CH:17][N:18]([CH2:27][O:28][CH2:29][CH2:30][Si:31]([CH3:34])([CH3:33])[CH3:32])[N:19]=2)[CH:15]=1>C(OCC)C>[Cl:13][C:14]1[CH:22]=[C:21]([CH2:23][C:24]([O:26][CH3:3])=[O:25])[C:20]2[C:16](=[CH:17][N:18]([CH2:27][O:28][CH2:29][CH2:30][Si:31]([CH3:33])([CH3:32])[CH3:34])[N:19]=2)[CH:15]=1 |f:0.1|. Reported procedure: To a heterogeneous mixture of sodium hydroxide (4M in water, 25 mL) and diethyl ether (75 mL) at 0° C. was added N-methyl-N′-nitro-N-nitrosoguanidine (2.24 g, 15.3 mmol) with swirling (no stirbar). After addition was complete, the mixture was allowed to stand at 0° C. for 15 min with occasional swirling. The ethereal was transferred in portions to a suspension of 2-(5-chloro-2-((2-(trimethylsilyl)ethoxy)methyl)-2H-indazol-7-yl)acetic acid (2.6 g, 7.63 mmol) in diethyl ether (50 mL) until the yel...